Dataset: the Open Reaction Database (ORD), a public repository of structured organic reaction records. Task: describe an organic reaction: reactants, conditions, products, and yield Reactants: Cl (hydrochloric acid), C(C)C1=CC(=CC1)C(C)(C)C (1-ethyl-3-tert-butylcyclopentadiene), CO (methanol), N1CCCC1 (pyrrolidine). Run in CC(=O)C (acetone). Reaction conditions: time 6 day. Product: C(C)(C)(C)C=1C=C(C(C1)=C(C)C)CC (3-tert-butyl-1-ethyl-6,6-dimethylfulvene). The yield is 74.0%. Reaction SMILES: [CH2:1]([C:3]1[CH2:7][CH:6]=[C:5]([C:8]([CH3:11])([CH3:10])[CH3:9])[CH:4]=1)[CH3:2].[CH3:12]O.N1CC[CH2:16][CH2:15]1.Cl>CC(C)=O>[C:8]([C:5]1[CH:6]=[C:7]([CH2:15][CH3:16])[C:3](=[C:1]([CH3:12])[CH3:2])[CH:4]=1)([CH3:10])([CH3:9])[CH3:11]. Reported procedure: To a 100 ml three-neck flask equipped with a magnetic stirrer chip and a three-way cock, 3.12 g (20.8 mmol) of 1-ethyl-3-tert-butylcyclopentadiene, 30 ml of methanol, 19 ml of acetone and 20 ml of pyrrolidine were charged under a nitrogen atmosphere, and stirred at room temperature for 6 days. The reaction solution was poured into 200 ml of 2N hydrochloric acid. The organic layer was separated, and the aqueous layer was extracted three times with 100 ml of ether. The obtained organic layers were... Starting materials: C(C)C=1C=C(C=CC1)O (m-ethylphenol), CNC (N,N-dimethylamine), C=O (paraformaldehyde). Run in C(C)(C)O (isopropanol). The product is CN(C)CC1=C(C=C(C=C1)CC)O (2-[(N,N-dimethylamino)methyl]-5-ethylphenol). The yield is 88.7%. As a reaction SMILES: [CH2:1]([C:3]1[CH:4]=[C:5]([OH:9])[CH:6]=[CH:7][CH:8]=1)[CH3:2].[CH3:10][NH:11][CH3:12].[CH2:13]=O>C(O)(C)C>[CH3:10][N:11]([CH2:13][C:6]1[CH:7]=[CH:8][C:3]([CH2:1][CH3:2])=[CH:4][C:5]=1[OH:9])[CH3:12]. Procedure details: To a 25 mL round bottom flask equipped with a mechanical stirrer and a thermometer was added 4 mL (%Wt/Vol. Phenol to Solvent--50%) of isopropanol, followed by 2.0 grams (0.0164 mole--1.0 equiv.) of m-ethylphenol and then 2.22 grams (0.0197 mole--1.2 equiv.) of an aqueous 40% N,N-dimethylamine solution. The mixture was stirred at ambient temperature to effect dissolution, and 0.59 gram (0.0197 mole--1.2 equiv.) of paraformaldehyde was added. The reaction mixture began to exotherm so it was coole...